Dataset: the Open Reaction Database (ORD), a public repository of structured organic reaction records. Task: describe an organic reaction: reactants, conditions, products, and yield Starting materials: CC(=O)O, CC(=O)[O-], Cl, NO, [Na+], O, CC(C)Nc1ncnc2cc(O)c(C=O)cc12. The product is CC(C)Nc1ncnc2cc(O)c(C#N)cc12. As a reaction SMILES: [CH3:18][C:19](=[O:20])[OH:21].[CH3:23][C:24](=[O:25])[O-:26].[ClH:27].[NH2:28][OH:29].[Na+:22].[OH2:30].[OH:1][c:2]1[c:3]([CH:16]=[O:17])[cH:4][c:5]2[c:6]([NH:12][CH:13]([CH3:14])[CH3:15])[n:7][cH:8][n:9][c:10]2[cH:11]1>>[OH:1][c:2]1[c:3]([C:16]#[N:28])[cH:4][c:5]2[c:6]([NH:12][CH:13]([CH3:14])[CH3:15])[n:7][cH:8][n:9][c:10]2[cH:11]1. The reactants are CCN(CC)Cc1sc(-c2nc(-c3ccc(C(=O)O)cc3)no2)cc1C, ClCCCl, Cl, NCCO, CN(C)C=O, On1nnc2ccccc21. Product: CCN(CC)Cc1sc(-c2nc(-c3ccc(C(=O)NCCO)cc3)no2)cc1C. Reaction SMILES: [CH2:1]([CH3:2])[N:3]([CH2:4][CH3:5])[CH2:6][c:7]1[c:8]([CH3:26])[cH:9][c:10](-[c:12]2[n:13][c:14](-[c:17]3[cH:18][cH:19][c:20]([C:21](=[O:22])[OH:23])[cH:24][cH:25]3)[n:15][o:16]2)[s:11]1.[CH2:37]([Cl:38])[CH2:39][Cl:40].[ClH:41].[NH2:42][CH2:43][CH2:44][OH:45].[O:46]=[CH:47][N:48]([CH3:49])[CH3:50].[OH:27][n:28]1[c:29]2[c:30]([cH:31][cH:32][cH:33][cH:34]2)[n:35][n:36]1>>[CH2:1]([CH3:2])[N:3]([CH2:4][CH3:5])[CH2:6][c:7]1[c:8]([CH3:26])[cH:9][c:10](-[c:12]2[n:13][c:14](-[c:17]3[cH:18][cH:19][c:20]([C:21](=[O:22])[NH:42][CH2:43][CH2:44][OH:45])[cH:24][cH:25]3)[n:15][o:16]2)[s:11]1. Starting materials: FC1=C(C2=C(N=C1)N(C=C2)S(=O)(=O)C2=CC=C(C)C=C2)O (5-fluoro-1-tosyl-1H-pyrrolo[2,3-b]pyridin-4-ol), FC1=C(C2=C(N=C1)N(C=C2)S(=O)(=O)C2=CC=C(C)C=C2)O (5-fluoro-1-tosyl-1H-pyrrolo[2,3-b]pyridin-4-ol), CI (methyliodide), C(=O)([O-])[O-].[K+].[K+] (K2CO3). Solvent: O (water), CCOC(=O)C (EtOAc), CN(C)C=O (DMF). Conditions: time 3 hour. Product: FC=1C(=C2C(=NC1)N(C=C2)S(=O)(=O)C2=CC=C(C)C=C2)OC (5-fluoro-4-methoxy-1-tosyl-1H-pyrrolo[2,3-b]pyridine). As a reaction SMILES: [F:1][C:2]1[CH:7]=[N:6][C:5]2[N:8]([S:11]([C:14]3[CH:20]=[CH:19][C:17]([CH3:18])=[CH:16][CH:15]=3)(=[O:13])=[O:12])[CH:9]=[CH:10][C:4]=2[C:3]=1[OH:21].CI.[C:24]([O-])([O-])=O.[K+].[K+]>CN(C=O)C.O.CCOC(C)=O>[F:1][C:2]1[C:3]([O:21][CH3:24])=[C:4]2[CH:10]=[CH:9][N:8]([S:11]([C:14]3[CH:20]=[CH:19][C:17]([CH3:18])=[CH:16][CH:15]=3)(=[O:13])=[O:12])[C:5]2=[N:6][CH:7]=1 |f:2.3.4|. Procedure: To a solution of 5-fluoro-1-tosyl-1H-pyrrolo[2,3-b]pyridin-4-ol, 68a, (0.70 g, 2.29 mmol) in DMF (25 mL) was added methyliodide (0.14 mL, 2.29 mmol) and K2CO3 (0.32 g, 2.29 mmol). The reaction mixture was stirred for 3 hours at ambient temperature. The reaction was diluted with deionized water and EtOAc. The organic phase was washed with brine, dried over sodium sulfate and concentrated in vacuo to afford 720 mg of the desired product that was used in next step without further purification.